This data is from the Open Reaction Database (ORD), a public repository of structured organic reaction records. The task is: describe an organic reaction: reactants, conditions, products, and yield Starting materials: BrC1=CC(=CC(=C1)F)F (1-bromo-3,5-difluorobenzene), cuprous iodide, COC=1C=C2C(=CC=NC2=CC1)CCC[C@H]1[C@H](CN(CC1)CC#C)CC(=O)OC (methyl (3R,4R)-4-[3-(6-methoxyquinolin-4-yl)propyl]-1-(prop-2-ynyl)piperidine-3-acetate). Reagents/catalysts: C=1C=CC(=CC1)[P](C=2C=CC=CC2)(C=3C=CC=CC3)[Pd]([P](C=4C=CC=CC4)(C=5C=CC=CC5)C=6C=CC=CC6)([P](C=7C=CC=CC7)(C=8C=CC=CC8)C=9C=CC=CC9)[P](C=1C=CC=CC1)(C=1C=CC=CC1)C=1C=CC=CC1 (tetrakis(triphenylphosphine)palladium). Solvent: C(C)N(CC)CC (triethylamine), C(C)(=O)OCC (ethyl acetate), O (water). Reaction conditions: temperature 80 celsius, time 15 minute. Yields the product COC=1C=C2C(=CC=NC2=CC1)CCC[C@H]1[C@H](CN(CC1)CC#CC1=CC(=CC(=C1)F)F)CC(=O)OC (methyl (3R,4R)-4-[3-(6-methoxyquinolin-4-yl)propyl]-1-[3-(3,5-difluorophenyl)prop-2-ynyl]piperidine-3-acetate). Reaction SMILES: Br[C:2]1[CH:7]=[C:6]([F:8])[CH:5]=[C:4]([F:9])[CH:3]=1.[CH3:10][O:11][C:12]1[CH:13]=[C:14]2[C:19](=[CH:20][CH:21]=1)[N:18]=[CH:17][CH:16]=[C:15]2[CH2:22][CH2:23][CH2:24][C@@H:25]1[CH2:30][CH2:29][N:28]([CH2:31][C:32]#[CH:33])[CH2:27][C@@H:26]1[CH2:34][C:35]([O:37][CH3:38])=[O:36]>C(N(CC)CC)C.C(OCC)(=O)C.O.C1C=CC([P]([Pd]([P](C2C=CC=CC=2)(C2C=CC=CC=2)C2C=CC=CC=2)([P](C2C=CC=CC=2)(C2C=CC=CC=2)C2C=CC=CC=2)[P](C2C=CC=CC=2)(C2C=CC=CC=2)C2C=CC=CC=2)(C2C=CC=CC=2)C2C=CC=CC=2)=CC=1>[CH3:10][O:11][C:12]1[CH:13]=[C:14]2[C:19](=[CH:20][CH:21]=1)[N:18]=[CH:17][CH:16]=[C:15]2[CH2:22][CH2:23][CH2:24][C@@H:25]1[CH2:30][CH2:29][N:28]([CH2:31][C:32]#[C:33][C:2]2[CH:7]=[C:6]([F:8])[CH:5]=[C:4]([F:9])[CH:3]=2)[CH2:27][C@@H:26]1[CH2:34][C:35]([O:37][CH3:38])=[O:36] |^1:56,58,77,96|. Procedure: 0.35 cm3 of 1-bromo-3,5-difluorobenzene and then 0.112 g of tetrakis(triphenylphosphine)palladium and 0.037 g of cuprous iodide were added at a temperature in the region of 20° C., under an inert atmosphere, to a stirred mixture of 0.77 g of methyl (3R,4R)-4-[3-(6-methoxyquinolin-4-yl)propyl]-1-(prop-2-ynyl)piperidine-3-acetate in 7.7 cm3 of triethylamine. The suspension obtained was heated at a temperature in the region of 80° C. for 3 hours and then concentrated under reduced pressure (5 kPa) ...